Dataset: the Open Reaction Database (ORD), a public repository of structured organic reaction records. Task: describe an organic reaction: reactants, conditions, products, and yield The reactants are ClC1=NC(=C(C(=O)NCC=2C=NC=CC2)C=C1)NCCC1=CC(=CC=C1)F (6-chloro-2-(3-fluorophenethylamino)-N-(pyridin-3-ylmethyl)nicotinamide), N1CCCC1 (pyrrolidine). The solvent is CO (MeOH). Reaction conditions: temperature 150 celsius. The product is FC=1C=C(CCNC2=C(C(=O)NCC=3C=NC=CC3)C=CC(=N2)N2CCCC2)C=CC1 (2-(3-fluorophenethylamino)-N-(pyridin-3-ylmethyl)-6-(pyrrolidin-1-yl)nicotinamide). Reaction SMILES: Cl[C:2]1[CH:17]=[CH:16][C:5]([C:6]([NH:8][CH2:9][C:10]2[CH:11]=[N:12][CH:13]=[CH:14][CH:15]=2)=[O:7])=[C:4]([NH:18][CH2:19][CH2:20][C:21]2[CH:26]=[CH:25][CH:24]=[C:23]([F:27])[CH:22]=2)[N:3]=1.[NH:28]1[CH2:32][CH2:31][CH2:30][CH2:29]1>CO>[F:27][C:23]1[CH:22]=[C:21]([CH:26]=[CH:25][CH:24]=1)[CH2:20][CH2:19][NH:18][C:4]1[N:3]=[C:2]([N:28]2[CH2:32][CH2:31][CH2:30][CH2:29]2)[CH:17]=[CH:16][C:5]=1[C:6]([NH:8][CH2:9][C:10]1[CH:11]=[N:12][CH:13]=[CH:14][CH:15]=1)=[O:7]. Reported procedure: A mixture of 6-chloro-2-(3-fluorophenethylamino)-N-(pyridin-3-ylmethyl)nicotinamide (50 mg, 0.13 mmol) and pyrrolidine (94 mg, 1.3 mmol) in a sealed tube was heated to 150° C. for 10 min. LC/MS indicated the reaction was complete. The crude was diluted with MeOH, filtered, and purified on RP-HPLC using a mixture of acetonitrile and H2O to a give 2-(3-fluorophenethylamino)-N-(pyridin-3-ylmethyl)-6-(pyrrolidin-1-yl)nicotinamide (20.2 mg, 37%). LRMS (M+H+) m/z 420.2. Starting materials: CC=1C=CC=C2C=CC=[N+](C12)[O-] (8-methylquinoline 1-oxide), P(=O)(Cl)(Cl)Cl (phosphoryl trichloride). The solvent is C1(=CC=CC=C1)C (toluene). Conditions: temperature 80 celsius. Product: ClC1=NC2=C(C=CC=C2C=C1)C (2-chloro-8-methylquinoline). The yield is 81.5%. As a reaction SMILES: [CH3:1][C:2]1[CH:3]=[CH:4][CH:5]=[C:6]2[C:11]=1[N+:10]([O-])=[CH:9][CH:8]=[CH:7]2.P(Cl)(Cl)([Cl:15])=O>C1(C)C=CC=CC=1>[Cl:15][C:9]1[CH:8]=[CH:7][C:6]2[C:11](=[C:2]([CH3:1])[CH:3]=[CH:4][CH:5]=2)[N:10]=1. Reported procedure: To a solution of 8-methylquinoline 1-oxide (0.440 g, 2.764 mmol) in toluene (10 ml) was added phosphoryl trichloride (1.265 ml, 13.82 mmol), and the reaction was heated to 80° C. for 2 hours. The reaction was cooled to ambient temperature and concentrated. The crude material was taken up in EtOAc and washed with saturated sodium bicarbonate and saturated sodium chloride. The organic layer was dried over anhydrous sodium sulfate, filtered, and concentrated to yield the desired compound (0.4 g, 2.... The reactants are CCOC(=O)C1C2CCC(CC2)N1S(=O)(=O)c1ccc(OC)cc1, Cl, [Na+], C1CCOC1, [OH-]. Product: COc1ccc(S(=O)(=O)N2C3CCC(CC3)C2C(=O)O)cc1. Reaction SMILES: [CH3:1][O:2][c:3]1[cH:4][cH:5][c:6]([S:9](=[O:10])(=[O:11])[N:12]2[CH:13]3[CH2:14][CH2:15][CH:16]([CH:17]2[C:18](=[O:19])[O:20][CH2:21][CH3:22])[CH2:23][CH2:24]3)[cH:7][cH:8]1.[ClH:27].[Na+:26].[O:28]1[CH2:29][CH2:30][CH2:31][CH2:32]1.[OH-:25]>>[CH3:1][O:2][c:3]1[cH:4][cH:5][c:6]([S:9](=[O:10])(=[O:11])[N:12]2[CH:13]3[CH2:14][CH2:15][CH:16]([CH:17]2[C:18](=[O:19])[OH:20])[CH2:23][CH2:24]3)[cH:7][cH:8]1. Starting materials: CCCCCC(CCNC1C=CC2(C1)OCCO2)OCc1ccccc1, CCO, N#CO[K], O. The product is CCCCCC(CCN(C(N)=O)C1C=CC2(C1)OCCO2)OCc1ccccc1. Reaction SMILES: [CH2:1]([c:2]1[cH:3][cH:4][cH:5][cH:6][cH:7]1)[O:8][CH:9]([CH2:10][CH2:11][NH:12][CH:13]1[CH:14]=[CH:15][C:16]2([CH2:17]1)[O:18][CH2:19][CH2:20][O:21]2)[CH2:22][CH2:23][CH2:24][CH2:25][CH3:26].[CH3:31][CH2:32][OH:33].[K:27][O:28][C:29]#[N:30].[OH2:34]>>[CH2:1]([c:2]1[cH:3][cH:4][cH:5][cH:6][cH:7]1)[O:8][CH:9]([CH2:10][CH2:11][N:12]([CH:13]1[CH:14]=[CH:15][C:16]2([CH2:17]1)[O:18][CH2:19][CH2:20][O:21]2)[C:29](=[O:28])[NH2:30])[CH2:22][CH2:23][CH2:24][CH2:25][CH3:26]. Reactants: [O-]CC.[Na+] (sodium ethoxide), BrC1=CC=C(C=O)C=C1 (4-bromobenzaldehyde), C1(=CC=CC=C1)P(C1=CC=CC=C1)C1=CC=CC=C1 (triphenylphosphine), BrC1=CC=C(CBr)C=C1 (p-bromobenzyl bromide), crude product, II (iodine). Run in C(C)O (ethanol), C(C)O (ethanol), C=1(C(=CC=CC1)C)C (xylene). Run at temperature 48 celsius, time 8 hour. The product is BrC1=CC=C(C=C1)C=CC1=CC=C(C=C1)Br (4,4'-dibromostilbene). As a reaction SMILES: C1(P(C2C=CC=CC=2)C2C=CC=CC=2)C=CC=CC=1.[Br:20][C:21]1[CH:28]=[CH:27][C:24]([CH2:25]Br)=[CH:23][CH:22]=1.[O-]CC.[Na+].[Br:33][C:34]1[CH:41]=[CH:40][C:37]([CH:38]=O)=[CH:36][CH:35]=1.II>C(O)C.C1(C)C(C)=CC=CC=1>[Br:20][C:21]1[CH:28]=[CH:27][C:24]([CH:25]=[CH:38][C:37]2[CH:40]=[CH:41][C:34]([Br:33])=[CH:35][CH:36]=2)=[CH:23][CH:22]=1 |f:2.3|. Procedure details: Into a reaction flask equipped with a mechanical stirrer, condenser, drying tube and thermometer was charged 76.8 grams (0.15 moles) of the triphenylphosphine salt of p-bromobenzyl bromide prepared in Part A and 11.1 grams (0.159 mole) of sodium ethoxide in 150 milliliters of absolute ethanol. Over a ten minute period, 30.0 grams (0.162 mole, Aldrich, 99 percent) of 4-bromobenzaldehyde in 30 milliliters of absolute ethanol was added to the reaction mixture at a reaction temperature of from 30° C... The reactants are O=[N+]([O-])c1ccc(Br)c2ccncc12, CO, [Cl-], [Fe], [NH4+]. Product: Nc1ccc(Br)c2ccncc12. RXN SMILES: [Br:1][c:2]1[c:3]2[cH:4][cH:5][n:6][cH:7][c:8]2[c:9]([N+:12]([O-:13])=[O:14])[cH:10][cH:11]1.[CH3:17][OH:18].[Cl-:15].[Fe:19].[NH4+:16]>>[Br:1][c:2]1[c:3]2[cH:4][cH:5][n:6][cH:7][c:8]2[c:9]([NH2:12])[cH:10][cH:11]1. The yield is 11.0%. Starting materials: CN1C=NC(=C1C=1SC=2N=CN=C(C2N1)SC)C1=CC=CC=C1 (2-(1-methyl-4-phenyl-1H-imidazol-5-yl)-7-(methylthio)[1,3]thiazolo-[5,4-d]pyrimidine), CN1C=NC(=C1C=1SC=2N=CN=C(C2N1)SC)C1=CC=CC=C1 (2-(1-methyl-4-phenyl-1H-imidazol-5-yl)-7-(methylthio)[1,3]thiazolo-[5,4-d]pyrimidine), [Li+].CC(C)[N-]C(C)C (LDA), CN(C)C=O (DMF), O (water). Product: C(C)(C)N(C=1C2=C(N=C(N1)C=O)SC(=N2)C2=C(N=CN2C)C2=CC=CC=C2)C(C)C (7-(Diisopropylamino)-2-(1-methyl-4-phenyl-1H-imidazol-5-yl)[1,3]thiazolo[5,4-d]pyrimidine-5-carbaldehyde). Run at temperature -78 celsius, time 1 hour. Reported procedure: A solution of 2-(1-methyl-4-phenyl-1H-imidazol-5-yl)-7-(methylthio)[1,3]thiazolo[5,4-d]pyrimidine (Intermediate 42) (0.1 g) in THF (4 mL) was added to a solution of LDA (2.2 eq) in THF (6 mL) at −78° C., under an inert atmosphere. The reaction mixture was stirred at −78° C. for 1 hours then DMF (0.4 mL) was added. The reaction mixture was stirred at −78° C. for a further 1 hours then poured into water (10 mL) and extracted with EtOAc (3×10 mL), washed with brine (10 mL), dried and the solvent ev... RXN SMILES: [CH3:1][N:2]1[C:6]([C:7]2[S:8][C:9]3[N:10]=[CH:11][N:12]=[C:13](SC)[C:14]=3[N:15]=2)=[C:5]([C:18]2[CH:23]=[CH:22][CH:21]=[CH:20][CH:19]=2)[N:4]=[CH:3]1.[Li+].[CH3:25][CH:26]([N-:28][CH:29]([CH3:31])[CH3:30])[CH3:27].CN([CH:35]=[O:36])C.O>C1COCC1>[CH:26]([N:28]([CH:29]([CH3:31])[CH3:30])[C:13]1[C:14]2[N:15]=[C:7]([C:6]3[N:2]([CH3:1])[CH:3]=[N:4][C:5]=3[C:18]3[CH:19]=[CH:20][CH:21]=[CH:22][CH:23]=3)[S:8][C:9]=2[N:10]=[C:11]([CH:35]=[O:36])[N:12]=1)([CH3:27])[CH3:25] |f:1.2|. Solvent: C1CCOC1 (THF), C1CCOC1 (THF).